This data is from the Open Reaction Database (ORD), a public repository of structured organic reaction records. The task is: describe an organic reaction: reactants, conditions, products, and yield Starting materials: CC(C)(C)[O-], CS(C)=O, Cn1ccc(CN2C(=O)C3COCCN3c3nc(Cl)ncc32)n1, CI, [Na+], O. The product is Cn1ccc(CN2C(=O)C3(C)COCCN3c3nc(Cl)ncc32)n1. Reaction SMILES: [CH3:26][C:27]([O-:28])([CH3:29])[CH3:30].[CH3:32][S:33]([CH3:34])=[O:35].[Cl:1][c:2]1[n:3][c:4]2[c:9]([cH:10][n:11]1)[N:8]([CH2:12][c:13]1[n:14][n:15]([CH3:18])[cH:16][cH:17]1)[C:7](=[O:19])[CH:6]1[N:5]2[CH2:23][CH2:22][O:21][CH2:20]1.[I:24][CH3:25].[Na+:31].[OH2:36]>>[Cl:1][c:2]1[n:3][c:4]2[c:9]([cH:10][n:11]1)[N:8]([CH2:12][c:13]1[n:14][n:15]([CH3:18])[cH:16][cH:17]1)[C:7](=[O:19])[C:6]1([CH3:26])[N:5]2[CH2:23][CH2:22][O:21][CH2:20]1. The reactants are BrC=1C(=C(C=CC1)C=C1CCN(CC1)C(=O)OC(C)(C)C)CC (1,1-dimethylethyl 4-[(3-bromo-2-ethylphenyl)methylidene]-1-piperidine carboxylate), C(=O)(C(F)(F)F)O (TFA). Solvent: ClCCl (Dichloromethane). Reaction conditions: time 2 hour. Product: BrC=1C(=C(C=CC1)C=C1CCNCC1)CC (4-[(3-bromo-2-ethylphenyl)methylidene]piperidine). Isolated yield 85.9%. As a reaction SMILES: [Br:1][C:2]1[C:3]([CH2:22][CH3:23])=[C:4]([CH:8]=[C:9]2[CH2:14][CH2:13][N:12](C(OC(C)(C)C)=O)[CH2:11][CH2:10]2)[CH:5]=[CH:6][CH:7]=1.C(O)(C(F)(F)F)=O>ClCCl>[Br:1][C:2]1[C:3]([CH2:22][CH3:23])=[C:4]([CH:8]=[C:9]2[CH2:10][CH2:11][NH:12][CH2:13][CH2:14]2)[CH:5]=[CH:6][CH:7]=1. Procedure details: To a solution of 1,1-dimethylethyl 4-[(3-bromo-2-ethylphenyl)methylidene]-1-piperidinecarboxylate (D136) (3 g, 7.89 mmol) in Dichloromethane (DCM) (100 mL) was added TFA (6.08 mL, 79 mmol). The reaction solution was stirred at room temperature for 2 hours. The solvent was evaporated in vacuo to afford 4-[(3-bromo-2-ethylphenyl)methylidene]piperidine (D137) (1.9 g), which was used directly without further purification. MS (ES): C14H18BrN requires 279.1. found 280.1 (M+H+).